Dataset: the Open Reaction Database (ORD), a public repository of structured organic reaction records. Task: describe an organic reaction: reactants, conditions, products, and yield Starting materials: O=S1(CC(=C1)C1=CC=C(C=N1)C1=CC=C(C=C1)[C@@H]1[C@H](N(C(O1)(C)C)C(=O)OC(C)(C)C)CF)=O ((4S,5R)-tert-butyl 5-(4-(6-(1,1-dioxido-2H-thiet-3-yl)pyridin-3-yl)phenyl)-4-(fluoromethyl)-2,2-dimethyloxazolidine-3-carboxylate), FC(C(=O)O)(F)F (trifluoroacetic acid). Solvent: C(Cl)Cl (methylene chloride). Run at time 2 hour. The product is C(=O)(C(F)(F)F)O (TFA), N[C@@H]([C@H](O)C1=CC=C(C=C1)C=1C=CC(=NC1)C=1CS(C1)(=O)=O)CF (3-(5-(4-((1R,2S)-2-amino-3-fluoro-1-hydroxypropyl)phenyl)pyridin-2-yl)-2H-thiete 1,1-dioxide). As a reaction SMILES: [O:1]=[S:2]1(=[O:34])[CH:5]=[C:4]([C:6]2[N:11]=[CH:10][C:9]([C:12]3[CH:17]=[CH:16][C:15]([C@H:18]4[O:22]C(C)(C)[N:20](C(OC(C)(C)C)=O)[C@@H:19]4[CH2:32][F:33])=[CH:14][CH:13]=3)=[CH:8][CH:7]=2)[CH2:3]1.[F:35][C:36]([F:41])([F:40])[C:37]([OH:39])=[O:38]>C(Cl)Cl>[C:37]([OH:39])([C:36]([F:41])([F:40])[F:35])=[O:38].[NH2:20][C@H:19]([CH2:32][F:33])[C@@H:18]([C:15]1[CH:14]=[CH:13][C:12]([C:9]2[CH:8]=[CH:7][C:6]([C:4]3[CH2:5][S:2](=[O:1])(=[O:34])[CH:3]=3)=[N:11][CH:10]=2)=[CH:17][CH:16]=1)[OH:22]. Procedure: To a stirred solution of the product of step 4, Example 18 (0.15 g, 0.233 mmol, 1 eq) in methylene chloride (5 mL) is added trifluoroacetic acid (0.4 mL) at 0° C. Resulting reaction mixture is stirred at room temperature for 2 hours. The reaction mixture is concentrated in vacuo and stripped with methylene chloride (3×10 mL) to afford crude TFA salt of title compound (0.185 g), which is used as such in next step. LCMS (m/z): [M+H] 349.1. Run at time 12 hour. Reactants: [Na] (sodium), N1=C(NC2=C1C=CC=C2)NC(=O)OC (methyl benzimidazolecarbamate), C(C)[Si](Cl)(CC)CC (triethylchlorosilane). Procedure: 5 parts of the resulting sodium salt of methyl benzimidazolecarbamate are suspended in 15 parts of dimethylformamide and 3.9 parts of triethylchlorosilane are added, in portions, at room temperature. After stirring the mixture for 12 hours under nitrogen, the solvent is distilled off under reduced pressure, tetrahydrofuran is added to the residue, and the solution is filtered. The solvent is then distilled off, giving 2.7 parts of methyl N-triethylsilyl-benzimidazole-2-carbamate; decomposition p... As a reaction SMILES: [Na].[N:2]1[C:6]2[CH:7]=[CH:8][CH:9]=[CH:10][C:5]=2[NH:4][C:3]=1[NH:11][C:12]([O:14][CH3:15])=[O:13].[CH2:16]([Si:18]([CH2:22][CH3:23])([CH2:20][CH3:21])Cl)[CH3:17]>CN(C)C=O>[CH2:16]([Si:18]([CH2:22][CH3:23])([CH2:20][CH3:21])[N:11]([C:3]1[NH:2][C:6]2[CH:7]=[CH:8][CH:9]=[CH:10][C:5]=2[N:4]=1)[C:12]([O:14][CH3:15])=[O:13])[CH3:17] |^1:0|. Solvent: CN(C=O)C (dimethylformamide). Yields the product C(C)[Si](N(C(=O)OC)C=1NC2=C(N1)C=CC=C2)(CC)CC (methyl N-triethylsilyl-benzimidazole-2-carbamate). The reactants are aqueous solution, S(O)(O)(=O)=O (sulfuric acid), NC(=S)N (thiourea), [N+](=O)([O-])[O-].[NH4+] (ammonium nitrate), O1C(CSCC2=CC(=CC=C2)CSCC2CO2)C1 (1,3-bis(β-epoxypropylthiomethyl)benzene). Run in C1(=CC=CC=C1)C (toluene), C1(=CC=CC=C1)C (toluene), CO (methanol). The product is S1C(CSCC2=CC(=CC=C2)CSCC2CS2)C1 (1,3-bis(β-epithiopropylthiomethyl)benzene). Isolated yield 81.0%. Reaction SMILES: N[C:2](N)=[S:3].[N+]([O-])([O-])=O.[NH4+].O1[CH2:27][CH:11]1[CH2:12][S:13][CH2:14][C:15]1[CH:20]=[CH:19][CH:18]=[C:17]([CH2:21][S:22][CH2:23][CH:24]2OC2)[CH:16]=1.[S:28](=O)(=O)(O)O>C1(C)C=CC=CC=1.CO>[S:3]1[CH2:2][CH:24]1[CH2:23][S:22][CH2:21][C:17]1[CH:18]=[CH:19][CH:20]=[C:15]([CH2:14][S:13][CH2:12][CH:11]2[S:28][CH2:27]2)[CH:16]=1 |f:1.2|. Procedure details: 305 g of thiourea, 3000 ml of methanol, 1500 ml of toluene, 10 g of ammonium nitrate, and 325 g of 1,3-bis(β-epoxypropylthiomethyl)benzene were mixed and reacted at 20° C. for 9 hours in a nitrogen atmosphere. During the reaction, no polymer was deposited. After the reaction, 3800 ml of toluene and 460 ml of 10% aqueous solution of sulfuric acid were put to the reaction vessel to extract the reaction product. Then, the extracted product was washed with 300 ml of water four times, and toluene was... The reactants are C=C(C)c1cncc(Br)c1, ClC(Cl)(Cl)Cl, O=C1CCC(=O)N1Cl. Yields the product C=C(CCl)c1cncc(Br)c1. Reaction SMILES: [Br:1][c:2]1[cH:3][n:4][cH:5][c:6]([C:8](=[CH2:9])[CH3:10])[cH:7]1.[C:19]([Cl:20])([Cl:21])([Cl:22])[Cl:23].[Cl:11][N:12]1[C:13](=[O:14])[CH2:15][CH2:16][C:17]1=[O:18]>>[Br:1][c:2]1[cH:3][n:4][cH:5][c:6]([C:8](=[CH2:9])[CH2:10][Cl:11])[cH:7]1. Reaction conditions: temperature -78 celsius, time 1 hour. Yield: 37.7%. Procedure: To a cooled (−78° C.) solution of 3-bromo-5-methoxythieno[2,3-c]pyridine (14.7 mg, 0.0602 mmol) in THF (2.5 mL) was added dropwise 1.60 M n-BuLi in hexane (56.4 μL, 0.0903 mmol) in 5 min under an atmosphere of nitrogen. After stirring at −78° C. for 1 h, 2-isopropoxy-4,4,5,5-tetramethyl-1,3,2-dioxaborolane (18.8 μL, 0.0903 mmol) was added dropwise. The combined mixture was stirred at −78° C. for another 1 h. The temperature was then gradually raised to RT in 40 min. The reaction was then quenche... Starting materials: C(C)(C)OB1OC(C(O1)(C)C)(C)C (2-isopropoxy-4,4,5,5-tetramethyl-1,3,2-dioxaborolane), [Li]CCCC (n-BuLi), CCCCCC (hexane), BrC1=CSC2=CN=C(C=C21)OC (3-bromo-5-methoxythieno[2,3-c]pyridine). The solvent is C1CCOC1 (THF). Reaction SMILES: Br[C:2]1[C:10]2[C:5](=[CH:6][N:7]=[C:8]([O:11][CH3:12])[CH:9]=2)[S:4][CH:3]=1.[Li]CCCC.CCCCCC.C(O[B:28]1[O:32][C:31]([CH3:34])([CH3:33])[C:30]([CH3:36])([CH3:35])[O:29]1)(C)C>C1COCC1>[CH3:12][O:11][C:8]1[CH:9]=[C:10]2[C:2]([B:28]3[O:32][C:31]([CH3:34])([CH3:33])[C:30]([CH3:36])([CH3:35])[O:29]3)=[CH:3][S:4][C:5]2=[CH:6][N:7]=1. The product is COC=1C=C2C(=CN1)SC=C2B2OC(C(O2)(C)C)(C)C (5-methoxy-3-(4,4,5,5-tetramethyl-1,3,2-dioxaborolan-2-yl)thieno[2,3-c]pyridine). Starting materials: ClCCl, CC(C)(C)CC(=O)Nc1ccc2c(c1)cc(C(=O)Nc1ccccc1)n2CC(=O)OC(C)(C)C, O=C(O)C(F)(F)F. The product is CC(C)(C)CC(=O)Nc1ccc2c(c1)cc(C(=O)Nc1ccccc1)n2CC(=O)O. As a reaction SMILES: [Cl:42][CH2:43][Cl:44].[NH:1]([c:2]1[cH:3][cH:4][cH:5][cH:6][cH:7]1)[C:8](=[O:9])[c:10]1[n:11]([CH2:27][C:28](=[O:29])[O:30][C:31]([CH3:32])([CH3:33])[CH3:34])[c:12]2[cH:13][cH:14][c:15]([NH:19][C:20]([CH2:21][C:22]([CH3:23])([CH3:24])[CH3:25])=[O:26])[cH:16][c:17]2[cH:18]1.[OH:35][C:36]([C:37]([F:38])([F:39])[F:40])=[O:41]>>[NH:1]([c:2]1[cH:3][cH:4][cH:5][cH:6][cH:7]1)[C:8](=[O:9])[c:10]1[n:11]([CH2:27][C:28](=[O:29])[OH:30])[c:12]2[cH:13][cH:14][c:15]([NH:19][C:20]([CH2:21][C:22]([CH3:23])([CH3:24])[CH3:25])=[O:26])[cH:16][c:17]2[cH:18]1.